From a dataset of the Open Reaction Database (ORD), a public repository of structured organic reaction records. describe an organic reaction: reactants, conditions, products, and yield The reactants are atmosphere, C(C1=CC=CC=C1)(C1=CC=CC=C1)N1C(=NC=C1C(=O)OC)S (1-benzhydryl-2-mercapto-5-methoxycarbonyl-imidazole). The solvent is N1CCCC1 (pyrrolidine). Product: N1CCCC1.C(C1=CC=CC=C1)(C1=CC=CC=C1)N1C(=NC=C1C(=O)O)S (1-benzhydryl-2-mercapto-5-imidazole-carboxylic acid pyrrolidine). As a reaction SMILES: [CH:1]([N:14]1[C:18]([C:19]([O:21]C)=[O:20])=[CH:17][N:16]=[C:15]1[SH:23])([C:8]1[CH:13]=[CH:12][CH:11]=[CH:10][CH:9]=1)[C:2]1[CH:7]=[CH:6][CH:5]=[CH:4][CH:3]=1>N1CCCC1>[NH:16]1[CH2:15][CH2:19][CH2:18][CH2:17]1.[CH:1]([N:14]1[C:18]([C:19]([OH:21])=[O:20])=[CH:17][N:16]=[C:15]1[SH:23])([C:2]1[CH:3]=[CH:4][CH:5]=[CH:6][CH:7]=1)[C:8]1[CH:13]=[CH:12][CH:11]=[CH:10][CH:9]=1 |f:2.3|. Procedure: In a nitrogen atmosphere 3.2 g (0.01 mol) of 1-benzhydryl-2-mercapto-5-methoxycarbonyl-imidazole (Example 1a) and 60 cc of pyrrolidine were refluxed for 3 days. Excess pyrrolidine was then removed in vacuo and the 1-benzhydryl-2-mercapto-5-imidazole-carboxylic acid pyrrolidine obtained was recrystallized from methanol (m.p. 263° C.). The yield was 3.3 g (91% of the theory). Run at time 16 hour. Reactants: C(C)(C)(C)NC(=O)C1=CN(C2=NC=C(N=C21)NC=2C=NC=C(C2)S(=O)(=O)C)COCC[Si](C)(C)C (N-tert-butyl-2-(5-(methylsulfonyl)pyridin-3-ylamino)-5-((2-(trimethylsilyl)ethoxy)methyl)-5H-pyrrolo[2,3-b]pyrazine-7-carboxamide), FC(C(=O)O)(F)F (trifluoroacetic acid). RXN SMILES: [C:1]([NH:5][C:6]([C:8]1[C:16]2[C:11](=[N:12][CH:13]=[C:14]([NH:17][C:18]3[CH:19]=[N:20][CH:21]=[C:22]([S:24]([CH3:27])(=[O:26])=[O:25])[CH:23]=3)[N:15]=2)[N:10](COCC[Si](C)(C)C)[CH:9]=1)=[O:7])([CH3:4])([CH3:3])[CH3:2].FC(F)(F)C(O)=O>ClCCl>[C:1]([NH:5][C:6]([C:8]1[C:16]2[C:11](=[N:12][CH:13]=[C:14]([NH:17][C:18]3[CH:19]=[N:20][CH:21]=[C:22]([S:24]([CH3:27])(=[O:25])=[O:26])[CH:23]=3)[N:15]=2)[NH:10][CH:9]=1)=[O:7])([CH3:4])([CH3:3])[CH3:2]. The solvent is ClCCl (dichloromethane). The yield is 98.3%. Procedure: To a solution of N-tert-butyl-2-(5-(methylsulfonyl)pyridin-3-ylamino)-5-((2-(trimethylsilyl)ethoxy)methyl)-5H-pyrrolo[2,3-b]pyrazine-7-carboxamide (125 mg, 241 mol) in dichloromethane was added trifluoroacetic acid (550 mg, 371 μL, 4.82 mmol) and the mixture stirred at room temperature for 16 h. The mixture was concentrated then re-dissolved in dichloromethane (3.7 mL), methanol (1.6 mL) and ammonium hydroxide (0.5 mL) and the mixture stirred at room temperature for 1 h. The mixture was concentr... Product: C(C)(C)(C)NC(=O)C1=CNC2=NC=C(N=C21)NC=2C=NC=C(C2)S(=O)(=O)C (N-tert-butyl-2-(5-(methylsulfonyl)pyridin-3-ylamino)-5H-pyrrolo[2,3-b]pyrazine-7-carboxamide). Reactants: [OH-].[Na+] (NaOH), [N+](=O)([O-])C1=CC=C(C=C1)S(=O)(=O)C=1SC=CN1 (2-[(4-nitrophenyl)sulfonyl]thiazole), stannous chloride, ice water. The solvent is C(C)O (ethanol). Product: NC1=CC=C(C=C1)S(=O)(=O)C=1SC=CN1 (2-[(4-Aminophenyl)sulfonyl]thiazole). The yield is 89.9%. RXN SMILES: [N+:1]([C:4]1[CH:9]=[CH:8][C:7]([S:10]([C:13]2[S:14][CH:15]=[CH:16][N:17]=2)(=[O:12])=[O:11])=[CH:6][CH:5]=1)([O-])=O.[OH-].[Na+]>C(O)C>[NH2:1][C:4]1[CH:9]=[CH:8][C:7]([S:10]([C:13]2[S:14][CH:15]=[CH:16][N:17]=2)(=[O:12])=[O:11])=[CH:6][CH:5]=1 |f:1.2|. Procedure: A stirred solution of 2-[(4-nitrophenyl)sulfonyl]thiazole (1.50 g, 5.6 mmol) and stannous chloride dehydrate (6.26 g, 27.7 mmol) in absolute ethanol (25 mL) was heated at reflux for 1 hour. The reaction mixture was poured into ice water, and the aqueous solution basified with 15% NaOH and extracted with ethyl acetate (2×200 mL). The combined organic portions were dried (MgSO4), filtered, and the solvent removed to yield a solid which on trituration with diethyl ether and filtration yielded the t... Starting materials: [Al+3], O=C(Cl)c1cc(Br)ccc1Cl, [Cl-], [Cl-], [Cl-], ClCCl, O=C(N1CCOc2ccccc21)C(F)(F)F. Product: O=C(c1ccc2c(c1)N(C(=O)C(F)(F)F)CCO2)c1cc(Br)ccc1Cl. Reaction SMILES: [Al+3:29].[Br:1][c:2]1[cH:3][cH:4][c:5]([Cl:11])[c:6]([C:7](=[O:8])[Cl:9])[cH:10]1.[Cl-:28].[Cl-:30].[Cl-:31].[Cl:32][CH2:33][Cl:34].[O:12]1[CH2:13][CH2:14][N:15]([C:22]([C:23]([F:24])([F:25])[F:26])=[O:27])[c:16]2[c:17]1[cH:18][cH:19][cH:20][cH:21]2>>[Br:1][c:2]1[cH:3][cH:4][c:5]([Cl:11])[c:6]([C:7](=[O:8])[c:20]2[cH:19][cH:18][c:17]3[c:16]([cH:21]2)[N:15]([C:22]([C:23]([F:24])([F:25])[F:26])=[O:27])[CH2:14][CH2:13][O:12]3)[cH:10]1. Starting materials: C1CCOC1, CC(=O)O, CCOC(C)=O, CC(C)NC(C)C, Cc1ccnc(Cl)c1, [Li]CCCC. Yields the product CC(=O)Cc1ccnc(Cl)c1. As a reaction SMILES: [CH2:25]1[O:26][CH2:27][CH2:28][CH2:29]1.[CH3:21][C:22]([OH:23])=[O:24].[CH3:30][CH2:31][O:32][C:33](=[O:34])[CH3:35].[CH:1]([NH:2][CH:3]([CH3:4])[CH3:5])([CH3:6])[CH3:7].[Cl:13][c:14]1[n:15][cH:16][cH:17][c:18]([CH3:20])[cH:19]1.[Li:8][CH2:9][CH2:10][CH2:11][CH3:12]>>[Cl:13][c:14]1[n:15][cH:16][cH:17][c:18]([CH2:20][C:22]([CH3:21])=[O:23])[cH:19]1. Reactants: BrC1=NN2C(C=C(C=C2)Br)=N1 (2,7-dibromo-[1,2,4]triazolo[1,5-a]pyridine), Cl.FCCNC ((2-fluoro-ethyl)-methyl-amine hydrochloride), C(C)(C)N(CC)C(C)C (di-isopropylethylamine). Run in C(C)O (ethanol). Run at temperature 130 celsius. The product is BrC1=CC=2N(C=C1)N=C(N2)N(C)CCF ((7-bromo-[1,2,4]triazolo[1,5-a]pyridin-2-yl)-(2-fluoro-ethyl)-methyl-amine). The yield is 34.5%. As a reaction SMILES: Br[C:2]1[N:11]=[C:5]2[CH:6]=[C:7]([Br:10])[CH:8]=[CH:9][N:4]2[N:3]=1.Cl.[F:13][CH2:14][CH2:15][NH:16][CH3:17].C(N(C(C)C)CC)(C)C>C(O)C>[Br:10][C:7]1[CH:8]=[CH:9][N:4]2[N:3]=[C:2]([N:16]([CH2:15][CH2:14][F:13])[CH3:17])[N:11]=[C:5]2[CH:6]=1 |f:1.2|. Procedure: To the solution of 2,7-dibromo-[1,2,4]triazolo[1,5-a]pyridine (5 g, 18.05 mmol) and (2-fluoro-ethyl)-methyl-amine hydrochloride (20 g, 180.5 mmol) in ethanol (30 ml) was added di-isopropylethylamine (47 ml, 270.75 mmol) and the reaction mixture was heated at 130° C. in a sealed tube for 84 hours. The reaction mixture was concentrated under reduced pressure, the resulting residue was diluted with dichloromethane (100 ml). The organic layer was washed with water (2×75 ml), dried over anhydrous sod... Reactants: C(C(=O)O)(=O)O.CN1C(N(C(C=C1N1CCN(CC1)CCCOC1=C(C=C(C=C1)[N+](=O)[O-])C(=O)OC)=O)C)=O (1,3-dimethyl-6-{4-[3-(2-methoxycarbonyl-4-nitrophenyloxy)propyl]piperazin-1-yl}-2,4(1H,3H)-pyrimidinedione oxalate), C(C(=O)O)(=O)O.CN1C(N(C(C=C1N1CCN(CC1)CCCOC1=C(C=C(C=C1)[N+](=O)[O-])C(=O)OC)=O)C)=O (1,3-dimethyl-6-{4-[3-(2-methoxycarbonyl-4-nitrophenyloxy)propyl]piperazin-1-yl}-2,4(1H,3H)-pyrimidinedione oxalate), resultant mixture, aqueous solution, [OH-].[Na+] (sodium hydroxide), Cl (hydrochloric acid). The solvent is CO (methanol). Yields the product CN1C(N(C(C=C1N1CCN(CC1)CCCOC1=C(C=C(C=C1)[N+](=O)[O-])C(=O)O)=O)C)=O (1,3-dimethyl-6-{4-[3-(2-carboxy-4-nitrophenyloxy)propyl]piperazin-1-yl}-2,4(1H,3H)-pyrimidinedione). Isolated yield 103.6%. Reaction SMILES: C(O)(=O)C(O)=O.[CH3:7][N:8]1[C:13]([N:14]2[CH2:19][CH2:18][N:17]([CH2:20][CH2:21][CH2:22][O:23][C:24]3[CH:29]=[CH:28][C:27]([N+:30]([O-:32])=[O:31])=[CH:26][C:25]=3[C:33]([O:35]C)=[O:34])[CH2:16][CH2:15]2)=[CH:12][C:11](=[O:37])[N:10]([CH3:38])[C:9]1=[O:39].[OH-].[Na+].Cl>CO>[CH3:7][N:8]1[C:13]([N:14]2[CH2:19][CH2:18][N:17]([CH2:20][CH2:21][CH2:22][O:23][C:24]3[CH:29]=[CH:28][C:27]([N+:30]([O-:32])=[O:31])=[CH:26][C:25]=3[C:33]([OH:35])=[O:34])[CH2:16][CH2:15]2)=[CH:12][C:11](=[O:37])[N:10]([CH3:38])[C:9]1=[O:39] |f:0.1,2.3|. Procedure details: 1.38 g of 1,3-dimethyl-6-{4-[3-(2-methoxycarbonyl-4-nitrophenyloxy)propyl]piperazin-1-yl}-2,4(1H,3H)-pyrimidinedione (Compound 151--free form) were dissolved in 200 ml of methanol, followed by the addition of 100 ml of a 1.5 N aqueous solution of sodium hydroxide. The resultant mixture was stirred at 60° C. for 30 minutes. The reaction mixture was allowed to cool down, neutralized with dilute hydrochloric acid, and then concentrated to a total volume of 50 ml under reduced pressure. The concentr...